From a dataset of the Open Reaction Database (ORD), a public repository of structured organic reaction records. describe an organic reaction: reactants, conditions, products, and yield Starting materials: ClCCCl, O=CN(CC(CC1CCCC1)C(=O)O)OC1CCCCO1, Cc1nc(NN)c(F)c(NCc2nccs2)n1, CN(C)C=O, On1nnc2cccnc21. Product: Cc1nc(NCc2nccs2)c(F)c(NNC(=O)C(CC2CCCC2)CN(C=O)OC2CCCCO2)n1. RXN SMILES: [CH2:49]([Cl:50])[CH2:51][Cl:52].[CH:18]1([CH2:23][CH:24]([C:25](=[O:26])[OH:27])[CH2:28][N:29]([O:30][CH:31]2[O:32][CH2:33][CH2:34][CH2:35][CH2:36]2)[CH:37]=[O:38])[CH2:19][CH2:20][CH2:21][CH2:22]1.[F:1][c:2]1[c:3]([NH:16][NH2:17])[n:4][c:5]([CH3:15])[n:6][c:7]1[NH:8][CH2:9][c:10]1[s:11][cH:12][cH:13][n:14]1.[O:53]=[CH:54][N:55]([CH3:56])[CH3:57].[OH:39][n:40]1[c:41]2[n:42][cH:43][cH:44][cH:45][c:46]2[n:47][n:48]1>>[F:1][c:2]1[c:3]([NH:16][NH:17][C:25]([CH:24]([CH2:23][CH:18]2[CH2:19][CH2:20][CH2:21][CH2:22]2)[CH2:28][N:29]([O:30][CH:31]2[O:32][CH2:33][CH2:34][CH2:35][CH2:36]2)[CH:37]=[O:38])=[O:26])[n:4][c:5]([CH3:15])[n:6][c:7]1[NH:8][CH2:9][c:10]1[s:11][cH:12][cH:13][n:14]1.